From a dataset of the Open Reaction Database (ORD), a public repository of structured organic reaction records. describe an organic reaction: reactants, conditions, products, and yield Reactants: ice, BrN1C(CCC1=O)=O (N-bromosuccinimide), C(C)(=O)O (acetic acid), CN(C([C@@H](CC=CCC1CCCCC1)C(C)C)=O)C (6-cyclohexyl-2(S)-isopropyl-4-hexenoic acid dimethylamide), C1CCOC1 (THF). Run in C1CCOC1.O (THF H2O). Conditions: time 30 minute. Product: Br[C@@H]([C@@H]1C[C@H](C(=O)O1)C(C)C)CC1CCCCC1 (5(R)-bromo-6-cyclohexyl-2(S)-isopropyl-4(S)-hexanolide). As a reaction SMILES: [Br:1]N1C(=O)CCC1=O.[C:9]([OH:12])(=[O:11])[CH3:10].CN(C)C(=O)[C@H](C(C)C)[CH2:17][CH:18]=[CH:19][CH2:20][CH:21]1[CH2:26][CH2:25][CH2:24][CH2:23][CH2:22]1.[CH2:32]1[CH2:36]OC[CH2:33]1>C1COCC1.O>[Br:1][C@H:19]([CH2:20][CH:21]1[CH2:22][CH2:23][CH2:24][CH2:25][CH2:26]1)[C@H:18]1[O:12][C:9](=[O:11])[C@H:10]([CH:32]([CH3:36])[CH3:33])[CH2:17]1 |f:4.5|. Procedure details: 88.5 g (0.5 mol) of N-bromosuccinimide and 30 g (0.5 mol) of glacial acetic acid in 1.1 liter of THF are added dropwise at 0°, over a period of 8 hours, to a solution of 60 g (0.23 mol) of 6-cyclohexyl-2(S)-isopropyl-4-hexenoic acid dimethylamide in 1.4 liters of THF/H2O (2:1). When the addition is complete, the reaction mixture is stirred for 30 minutes at 0°, then poured onto 1.8 liters of ice-cold 40% sodium hydrogen sulphite solution. The aqueous phase is extracted three times with ether and... Reactants: CCOC(=O)N1C(=O)c2ccccc2C1=O, NC(CSc1ccccc1[N+](=O)[O-])C(=O)O, [Na+], [Na+], O=C([O-])[O-]. Yields the product O=C(O)C(CSc1ccccc1[N+](=O)[O-])N1C(=O)c2ccccc2C1=O. RXN SMILES: [CH2:17]([O:18][C:19]([N:20]1[C:23](=[O:32])[c:24]2[c:25]([cH:28][cH:29][cH:30][cH:31]2)[C:26]1=[O:27])=[O:21])[CH3:22].[N+:1](=[O:2])([O-:3])[c:4]1[c:5]([S:10][CH2:11][CH:12]([NH2:13])[C:14](=[O:15])[OH:16])[cH:6][cH:7][cH:8][cH:9]1.[Na+:33].[Na+:34].[O-:35][C:36](=[O:37])[O-:38]>>[N+:1](=[O:2])([O-:3])[c:4]1[c:5]([S:10][CH2:11][CH:12]([N:13]2[C:23](=[O:32])[c:24]3[c:25]([cH:28][cH:29][cH:30][cH:31]3)[C:26]2=[O:27])[C:14](=[O:15])[OH:16])[cH:6][cH:7][cH:8][cH:9]1. Starting materials: C28H35N5O3, C1(CCCC1)N(C(=O)C1=CC2=C(N(C(=N2)CCC2=CC=C(C=C2)C#N)C)C=C1)CCC(=O)OCC (1-methyl-2-[2-(4-cyanophenyl)ethyl]benzimidazol-5-yl-carboxylic acid-N-cyclopentyl-N-(2-ethoxycarbonylethyl)amide), Cl (hydrochloric acid), C([O-])([O-])=O.[NH4+].[NH4+] (ammonium carbonate). Run in C(C)O (ethanol). The product is Cl.C1(CCCC1)N(C(=O)C1=CC2=C(N(C(=N2)CCC2=CC=C(C=C2)C(N)=N)C)C=C1)CCC(=O)OCC (1-Methyl-2-[2-(4-amidinophenyl)ethyl]benzimidazol-5-yl-carboxylic acid-N-cyclopentyl-N-(2-ethoxycarbonylethyl)amide hydrochloride). Isolated yield 65.0%. RXN SMILES: [CH:1]1([N:6]([CH2:29][CH2:30][C:31]([O:33][CH2:34][CH3:35])=[O:32])[C:7]([C:9]2[CH:28]=[CH:27][C:12]3[N:13]([CH3:26])[C:14]([CH2:16][CH2:17][C:18]4[CH:23]=[CH:22][C:21]([C:24]#[N:25])=[CH:20][CH:19]=4)=[N:15][C:11]=3[CH:10]=2)=[O:8])[CH2:5][CH2:4][CH2:3][CH2:2]1.[ClH:36].C(=O)([O-])[O-].[NH4+:41].[NH4+]>C(O)C>[ClH:36].[CH:1]1([N:6]([CH2:29][CH2:30][C:31]([O:33][CH2:34][CH3:35])=[O:32])[C:7]([C:9]2[CH:28]=[CH:27][C:12]3[N:13]([CH3:26])[C:14]([CH2:16][CH2:17][C:18]4[CH:19]=[CH:20][C:21]([C:24](=[NH:41])[NH2:25])=[CH:22][CH:23]=4)=[N:15][C:11]=3[CH:10]=2)=[O:8])[CH2:2][CH2:3][CH2:4][CH2:5]1 |f:2.3.4,6.7|. Procedure details: Prepared analogously to Example 25d from 1-methyl-2-[2-(4-cyanophenyl)ethyl]benzimidazol-5-yl-carboxylic acid-N-cyclopentyl-N-(2-ethoxycarbonylethyl)amide and ethanolic hydrochloric acid, ethanol, and ammonium carbonate. Yield: 65% of theory, C28H35N5O3 (489.6); EKA mass spectrum: (M+H)+=490. Starting materials: Cc1cc(C)c(OC(=O)Cl)c(C)c1, CN(C)c1ccncc1, CCN(C(C)C)C(C)C, ClCCl, Cc1ccc(N)cc1C(=O)Nc1cnc(Nc2ccc(N3CCN(C)CC3)cc2)nc1. Yields the product Cc1cc(C)c(OC(=O)Nc2ccc(C)c(C(=O)Nc3cnc(Nc4ccc(N5CCN(C)CC5)cc4)nc3)c2)c(C)c1. RXN SMILES: [C:41]([O:42][c:43]1[c:44]([CH3:51])[cH:45][c:46]([CH3:50])[cH:47][c:48]1[CH3:49])(=[O:52])[Cl:53].[CH3:54][N:55]([CH3:56])[c:57]1[cH:58][cH:59][n:60][cH:61][cH:62]1.[CH:32]([N:33]([CH:34]([CH3:35])[CH3:36])[CH2:37][CH3:38])([CH3:39])[CH3:40].[Cl:63][CH2:64][Cl:65].[NH2:1][c:2]1[cH:3][cH:4][c:5]([CH3:31])[c:6]([C:7](=[O:8])[NH:9][c:10]2[cH:11][n:12][c:13]([NH:16][c:17]3[cH:18][cH:19][c:20]([N:23]4[CH2:24][CH2:25][N:26]([CH3:29])[CH2:27][CH2:28]4)[cH:21][cH:22]3)[n:14][cH:15]2)[cH:30]1>>[NH:1]([c:2]1[cH:3][cH:4][c:5]([CH3:31])[c:6]([C:7](=[O:8])[NH:9][c:10]2[cH:11][n:12][c:13]([NH:16][c:17]3[cH:18][cH:19][c:20]([N:23]4[CH2:24][CH2:25][N:26]([CH3:29])[CH2:27][CH2:28]4)[cH:21][cH:22]3)[n:14][cH:15]2)[cH:30]1)[C:41]([O:42][c:43]1[c:44]([CH3:51])[cH:45][c:46]([CH3:50])[cH:47][c:48]1[CH3:49])=[O:52].